Dataset: the Open Reaction Database (ORD), a public repository of structured organic reaction records. Task: describe an organic reaction: reactants, conditions, products, and yield Starting materials: C(CCC)(=O)OCC1CC(=NO1)C1=NC=C(C=C1)Br (Racemic [3-(5-bromopyridin-2-yl)-4,5-dihydroisoxazol-5-yl]methyl butyrate), C(CCC)(=O)OCC1CC(=NO1)C1=NC=C(C=C1)Br (Racemic [3-(5-bromopyridin-2-yl)-4,5-dihydroisoxazol-5-yl]methyl butyrate), P(=O)([O-])([O-])[O-].[K+].[K+].[K+] (potassium phosphate). Run in CC(=O)C (acetone). Product: C(CCC)(=O)OC[C@@H]1CC(=NO1)C1=NC=C(C=C1)Br ([(5S)-3-(5-bromopyridin-2-yl)-4,5-dihydroisoxazol-5-yl]methyl butyrate). RXN SMILES: [C:1]([O:6][CH2:7][CH:8]1[O:12][N:11]=[C:10]([C:13]2[CH:18]=[CH:17][C:16]([Br:19])=[CH:15][N:14]=2)[CH2:9]1)(=[O:5])[CH2:2][CH2:3][CH3:4].P([O-])([O-])([O-])=O.[K+].[K+].[K+]>CC(C)=O>[C:1]([O:6][CH2:7][C@H:8]1[O:12][N:11]=[C:10]([C:13]2[CH:18]=[CH:17][C:16]([Br:19])=[CH:15][N:14]=2)[CH2:9]1)(=[O:5])[CH2:2][CH2:3][CH3:4] |f:1.2.3.4|. Procedure: Racemic [3-(5-bromopyridin-2-yl)-4,5-dihydroisoxazol-5-yl]methyl butyrate (Intermediate 9, 80 g, 0.244 mol) was dissolved in acetone (4 L), and 0.1 M potassium phosphate buffer (pH˜7) (4 L) was added with vigorous stirring to give a clear yellow solution. PS-lipase (1.45 g, Sigma cat no L-9156) was added and the mixture was gently stirred at ambient temp. for 42 hrs. The solution was divided into 3 equal volumes of ˜2.6 L and each was extracted with dichloromethane (2×1 L), the pooled organic ph... Starting materials: C1=CC=CC=2C3=CC=CC=C3C(C12)COC(=O)NC1(CN(C1)C(=O)OC(C)(C)C)C(=O)O (3-(((9H-fluoren-9-yl)methoxy)carbonylamino)-1-(tert-butoxycarbonyl)azetidine-3-carboxylic acid), NC=1SC(=C(C1C(=O)C1=CC=C(C=C1)Cl)C)C ((2-amino-4,5-dimethylthiophen-3-yl)(4-chlorophenyl)methanone), Cl.C(C)N=C=NCCCN(C)C (N1-((ethylimino)methylene)-N3,N3-dimethylpropane-1,3-diamine hydrochloride). The solvent is C(Cl)Cl (DCM). Reaction conditions: time 8 hour. The product is C1=CC=CC=2C3=CC=CC=C3C(C12)COC(=O)NC1(CN(C1)C(=O)OC(C)(C)C)C(NC=1SC(=C(C1C(C1=CC=C(C=C1)Cl)=O)C)C)=O (tert-Butyl 3-((((9H-fluoren-9-yl)methoxy)carbonyl)amino)-3-((3-(4-chlorobenzoyl)-4,5-dimethylthiophen-2-yl)carbamoyl)-azetidine-1-carboxylate). The yield is 61.3%. RXN SMILES: [CH:1]1[C:13]2[CH:12]([CH2:14][O:15][C:16]([NH:18][C:19]3([C:30](O)=[O:31])[CH2:22][N:21]([C:23]([O:25][C:26]([CH3:29])([CH3:28])[CH3:27])=[O:24])[CH2:20]3)=[O:17])[C:11]3[C:6](=[CH:7][CH:8]=[CH:9][CH:10]=3)[C:5]=2[CH:4]=[CH:3][CH:2]=1.[NH2:33][C:34]1[S:35][C:36]([CH3:49])=[C:37]([CH3:48])[C:38]=1[C:39]([C:41]1[CH:46]=[CH:45][C:44]([Cl:47])=[CH:43][CH:42]=1)=[O:40].Cl.C(N=C=NCCCN(C)C)C>C(Cl)Cl>[CH:10]1[C:11]2[CH:12]([CH2:14][O:15][C:16]([NH:18][C:19]3([C:30](=[O:31])[NH:33][C:34]4[S:35][C:36]([CH3:49])=[C:37]([CH3:48])[C:38]=4[C:39](=[O:40])[C:41]4[CH:46]=[CH:45][C:44]([Cl:47])=[CH:43][CH:42]=4)[CH2:20][N:21]([C:23]([O:25][C:26]([CH3:28])([CH3:27])[CH3:29])=[O:24])[CH2:22]3)=[O:17])[C:13]3[C:5](=[CH:4][CH:3]=[CH:2][CH:1]=3)[C:6]=2[CH:7]=[CH:8][CH:9]=1 |f:2.3|. Procedure details: To a solution of 3-(((9H-fluoren-9-yl)methoxy)carbonylamino)-1-(tert-butoxycarbonyl)azetidine-3-carboxylic acid (0.438 g, 0.999 mmol), and (2-amino-4,5-dimethylthiophen-3-yl)(4-chlorophenyl)methanone (0.241 g, 0.908 mmol) in DCM (20 mL) at 0° C. was added N1-((ethylimino)methylene)-N3,N3-dimethylpropane-1,3-diamine hydrochloride (EDC.HCl) (209 mg, 1.090 mmol). The reaction was warmed to rt and stirred overnight, before it was concentrated to dryness. The residue was purified by flash chromatogra... The reactants are O=C([O-])O, CS(C)=O, CN1CCN(c2ccc(OC(F)(F)F)c(N)c2)CC1, I, O=N[O-], [Na+], [Na+]. Product: CN1CCN(c2ccc(OC(F)(F)F)c(I)c2)CC1. Reaction SMILES: [C:25](=[O:26])([OH:27])[O-:28].[CH3:30][S:31](=[O:32])[CH3:33].[F:1][C:2]([O:3][c:4]1[c:5]([NH2:17])[cH:6][c:7]([N:10]2[CH2:11][CH2:12][N:13]([CH3:16])[CH2:14][CH2:15]2)[cH:8][cH:9]1)([F:18])[F:19].[IH:24].[N:20]([O-:21])=[O:22].[Na+:23].[Na+:29]>>[F:1][C:2]([O:3][c:4]1[c:5]([I:24])[cH:6][c:7]([N:10]2[CH2:11][CH2:12][N:13]([CH3:16])[CH2:14][CH2:15]2)[cH:8][cH:9]1)([F:18])[F:19]. Starting materials: O (water), FC1=CC=C(C=C1)C1OCC(C1)CI (2-(4-fluorophenyl)-4-(iodomethyl)tetrahydrofuran), C1(=CC=CC=C1)N1CNC(C12CCNCC2)=O (1-phenyl-1,3,8-triazaspiro[4.5]decan-4-one), C([O-])([O-])=O.[K+].[K+] (potassium carbonate). Run in CN(C=O)C (dimethylformamide). Reaction conditions: temperature 70 celsius, time 21 hour. Product: C(\C=C/C(=O)O)(=O)O.FC1=CC=C(C=C1)C1OCC(C1)CN1CCC2(C(NCN2C2=CC=CC=C2)=O)CC1 (8-[2-(4-fluorophenyl)-tetrahydro-4-furylmethyl]-1-phenyl-1,3,8-triazaspiro[4.5]-decan-4-one maleate). RXN SMILES: [F:1][C:2]1[CH:7]=[CH:6][C:5]([CH:8]2[CH2:12][CH:11]([CH2:13]I)[CH2:10][O:9]2)=[CH:4][CH:3]=1.[C:15]1([N:21]2[C:25]3([CH2:30][CH2:29][NH:28][CH2:27][CH2:26]3)[C:24](=[O:31])[NH:23][CH2:22]2)[CH:20]=[CH:19][CH:18]=[CH:17][CH:16]=1.[C:32](=[O:35])([O-:34])[O-].[K+].[K+].O>CN(C)C=O>[C:8]([OH:31])(=[O:9])/[CH:12]=[CH:11]\[C:32]([OH:34])=[O:35].[F:1][C:2]1[CH:7]=[CH:6][C:5]([CH:8]2[CH2:12][CH:11]([CH2:13][N:28]3[CH2:27][CH2:26][C:25]4([N:21]([C:15]5[CH:20]=[CH:19][CH:18]=[CH:17][CH:16]=5)[CH2:22][NH:23][C:24]4=[O:31])[CH2:30][CH2:29]3)[CH2:10][O:9]2)=[CH:4][CH:3]=1 |f:2.3.4,7.8|. Procedure: A mixture of 3.2 g of 2-(4-fluorophenyl)-4-(iodomethyl)tetrahydrofuran, 2.4 g of 1-phenyl-1,3,8-triazaspiro[4.5]decan-4-one and 1.4 g of potassium carbonate in 60 ml of dimethylformamide is heated with stirring at 70° C. for 21 hours. The reaction mixture is then poured into water and extracted with ethyl acetate. The extract is washed with water and dried over magnesium sulfate, and the solvent is distilled off under reduced pressure. The residue is purified by column chromatography on silica g...